Dataset: the Open Reaction Database (ORD), a public repository of structured organic reaction records. Task: describe an organic reaction: reactants, conditions, products, and yield The reactants are Cc1ccccc1, CCCCCCCCCCCCCCC(=O)CCC(=O)OCC, OCCO, Cc1ccc(S(=O)(=O)O)cc1. Yields the product CCCCCCCCCCCCCCC(=O)CCC1(OCC)OCCO1. As a reaction SMILES: [CH3:28][c:29]1[cH:30][cH:31][cH:32][cH:33][cH:34]1.[O:1]=[C:2]([CH2:3][CH2:4][C:5](=[O:6])[O:7][CH2:8][CH3:9])[CH2:10][CH2:11][CH2:12][CH2:13][CH2:14][CH2:15][CH2:16][CH2:17][CH2:18][CH2:19][CH2:20][CH2:21][CH2:22][CH3:23].[OH:24][CH2:25][CH2:26][OH:27].[c:35]1([CH3:36])[cH:37][cH:38][c:39]([S:40]([OH:41])(=[O:42])=[O:43])[cH:44][cH:45]1>>[O:1]=[C:2]([CH2:3][CH2:4][C:5]1([O:7][CH2:8][CH3:9])[O:24][CH2:25][CH2:26][O:27]1)[CH2:10][CH2:11][CH2:12][CH2:13][CH2:14][CH2:15][CH2:16][CH2:17][CH2:18][CH2:19][CH2:20][CH2:21][CH2:22][CH3:23]. Reactants: D1, COC1=C(CON2C(NC3=C(C2=O)OC2=C3C=CC=C2)=O)C=CC(=C1)OC (3-(2,4-Dimethoxy-benzyloxy)-1H-benzo[4,5]furo[3,2-d]pyrimidine-2,4-dione), C(C1=CC=CC=C1)Br (benzyl bromide). The product is C(C1=CC=CC=C1)N1C(N(C(C2=C1C1=C(O2)C=CC=C1)=O)O)=O (1-Benzyl-3-hydroxy-1H-benzo[4,5]furo[3,2-d]pyrimidine-2,4-dione). As a reaction SMILES: COC1C=C(OC)C=CC=1C[O:6][N:7]1[C:12](=[O:13])[C:11]2[O:14][C:15]3[CH:20]=[CH:19][CH:18]=[CH:17][C:16]=3[C:10]=2[NH:9][C:8]1=[O:21].[CH2:28](Br)[C:29]1[CH:34]=[CH:33][CH:32]=[CH:31][CH:30]=1>>[CH2:28]([N:9]1[C:10]2[C:16]3[CH:17]=[CH:18][CH:19]=[CH:20][C:15]=3[O:14][C:11]=2[C:12](=[O:13])[N:7]([OH:6])[C:8]1=[O:21])[C:29]1[CH:34]=[CH:33][CH:32]=[CH:31][CH:30]=1. Procedure: Following general procedure B2 and D1, 3-(2,4-Dimethoxy-benzyloxy)-1H-benzo[4,5]furo[3,2-d]pyrimidine-2,4-dione was alkylated with benzyl bromide and subsequently deprotected to provide the title compound as a white solid. 1H NMR (d6-DMSO, 300 MHz) δ 5.57 (s, 2H); 7.22-7.39 (m, 6H); 7.61 (dd, J=8 Hz, 1H); 7.78-7.82 (m, 2H); Ret. time=2.36 min., m/z=309.0.